This data is from the Open Reaction Database (ORD), a public repository of structured organic reaction records. The task is: describe an organic reaction: reactants, conditions, products, and yield As a reaction SMILES: [Br:1][c:2]1[cH:3][c:4]([CH3:10])[c:5]([NH2:6])[c:7]([CH3:9])[cH:8]1.[C:25](=[O:26])([O-:27])[O-:28].[CH3:31][C:32]#[N:33].[CH:11]1([CH2:16][C:17](=[O:18])[Cl:19])[CH2:12][CH2:13][CH2:14][CH2:15]1.[K+:29].[K+:30].[O:20]1[CH2:21][CH2:22][CH2:23][CH2:24]1>>[Br:1][c:2]1[cH:3][c:4]([CH3:10])[c:5]([NH:6][C:17]([CH2:16][CH:11]2[CH2:12][CH2:13][CH2:14][CH2:15]2)=[O:18])[c:7]([CH3:9])[cH:8]1. Reactants: Cc1cc(Br)cc(C)c1N, O=C([O-])[O-], CC#N, O=C(Cl)CC1CCCC1, [K+], [K+], C1CCOC1. Product: Cc1cc(Br)cc(C)c1NC(=O)CC1CCCC1.